From a dataset of the Open Reaction Database (ORD), a public repository of structured organic reaction records. describe an organic reaction: reactants, conditions, products, and yield The reactants are intermediate 3, C(C1=CC=CC=C1)N(C)C[C@H]1C[C@H](C1)O (cis-3-{[Benzyl(methyl)amino]methyl}cyclobutanol), CO (MeOH), [H][H] (hydrogen). The reagents and catalysts are [Pd] (Pd/C). Yields the product C(C1=CC=CC=C1)N(C(=O)C1CC(C1)=O)C (N-Benzyl-N-methyl-3-oxocyclobutanecarboxamide). The yield is 100.0%. As a reaction SMILES: [CH2:1]([N:8]([CH2:10][C@@H:11]1[CH2:14][C@H:13]([OH:15])[CH2:12]1)[CH3:9])[C:2]1[CH:7]=[CH:6][CH:5]=[CH:4][CH:3]=1.[H][H].C[OH:19]>[Pd]>[CH2:1]([N:8]([CH3:9])[C:10]([CH:11]1[CH2:12][C:13](=[O:15])[CH2:14]1)=[O:19])[C:2]1[CH:7]=[CH:6][CH:5]=[CH:4][CH:3]=1. Procedure: 5% Pd/C (1 g) was added to a solution of intermediate 3, cis-3-{[Benzyl(methyl)amino]methyl}cyclobutanol (8.6 g, 0.042 mol) in MeOH (100 mL). The mixture was stirred in a flow of hydrogen for 48 h and filtered through Celite. The solid was washed on the filter with MeOH (2×50 mL). The filtrate was evaporated. Obtained crude intermediate 4 (5.3 g, ˜100%) was used in the next stage without additional purification. 1H NMR-data (DMSO-d6): 4.87-5.49 (br.s, 2H, NH, OH); 3.86-3.96 (m, 1H); 2.73 (d, 2H,... The reactants are C([O-])([O-])=O.[K+].[K+] (potassium carbonate), CS(=O)(=O)N1CCC(=CC1)C=1C=C2C(=CN1)O[C@@](C2)(C2CCNCC2)C ((S)-5-(1-methanesulfonyl-1,2,3,6-tetrahydro-pyridin-4-yl)-2-methyl-2-piperidin-4-yl-2,3-dihydro-furo[2,3-c]pyridine), Intermediate 41, ClC1=NC=C(C=N1)Cl (2,5-dichloro-pyrimidine). Solvent: CS(=O)C (dimethylsulfoxide). The product is ClC=1C=NC(=NC1)N1CCC(CC1)[C@@]1(CC=2C(=CN=C(C2)C=2CCN(CC2)S(=O)(=O)C)O1)C ((S)-2-[1-(5-Chloro-pyrimidin-2-yl)-piperidin-4-yl]-5-(1-methanesulfonyl-1,2,3,6-tetrahydro-pyridin-4-yl)-2-methyl-2,3-dihydro-furo[2,3-c]pyridine). Reaction SMILES: [CH3:1][S:2]([N:5]1[CH2:10][CH:9]=[C:8]([C:11]2[CH:12]=[C:13]3[CH2:19][C@@:18]([CH3:26])([CH:20]4[CH2:25][CH2:24][NH:23][CH2:22][CH2:21]4)[O:17][C:14]3=[CH:15][N:16]=2)[CH2:7][CH2:6]1)(=[O:4])=[O:3].Cl[C:28]1[N:33]=[CH:32][C:31]([Cl:34])=[CH:30][N:29]=1.C(=O)([O-])[O-].[K+].[K+]>CS(C)=O>[Cl:34][C:31]1[CH:30]=[N:29][C:28]([N:23]2[CH2:24][CH2:25][CH:20]([C@@:18]3([CH3:26])[O:17][C:14]4=[CH:15][N:16]=[C:11]([C:8]5[CH2:9][CH2:10][N:5]([S:2]([CH3:1])(=[O:3])=[O:4])[CH2:6][CH:7]=5)[CH:12]=[C:13]4[CH2:19]3)[CH2:21][CH2:22]2)=[N:33][CH:32]=1 |f:2.3.4|. Procedure: The title compound is prepared from (S)-5-(1-methanesulfonyl-1,2,3,6-tetrahydro-pyridin-4-yl)-2-methyl-2-piperidin-4-yl-2,3-dihydro-furo[2,3-c]pyridine (Intermediate 41; the configuration of the stereocenter is arbitrarily assigned) and 2,5-dichloro-pyrimidine in dimethylsulfoxide at 105° C. in the presence of potassium carbonate. LC (method 6): tR=1.78 min; Mass spectrum (ESI+): m/z=490 [M+H]+.